Dataset: the Open Reaction Database (ORD), a public repository of structured organic reaction records. Task: describe an organic reaction: reactants, conditions, products, and yield Reactants: ClCC=1C(=NOC1C1CC1)[C@H]1[C@@H](CCCC1)C(F)(F)F (4-(chloromethyl)-5-cyclopropyl-3-((trans)-2-(trifluoromethyl)cyclohexyl)isoxazole), CC(C)(C)OC(=O)N1C2CCC1CC(C2)O (N-Boc-nortropine), C1COCCOCCOCCOCCOCCO1 (18-crown-6), CC(C)([O-])C.[K+] (potassium tert-butoxide). The solvent is C1CCOC1 (THF), O (water), C1CCOC1 (THF). Conditions: time 10 minute. The product is C1(CC1)C1=C(C(=NO1)[C@H]1[C@@H](CCCC1)C(F)(F)F)COC1CC2CCC(C1)N2C(=O)OC(C)(C)C (tert-butyl 3-((5-cyclopropyl-3-((trans)-2-(trifluoromethyl)cyclohexyl)isoxazol-4-yl)methoxy)-8-azabicyclo[3.2.1]octane-8-carboxylate). As a reaction SMILES: [CH3:1][C:2]([O:5][C:6]([N:8]1[CH:12]2[CH2:13][CH:14]([OH:16])[CH2:15][CH:9]1[CH2:10][CH2:11]2)=[O:7])([CH3:4])[CH3:3].C1OCCOCCOCCOCCOCCOC1.CC(C)([O-])C.[K+].Cl[CH2:42][C:43]1[C:44]([C@@H:51]2[CH2:56][CH2:55][CH2:54][CH2:53][C@H:52]2[C:57]([F:60])([F:59])[F:58])=[N:45][O:46][C:47]=1[CH:48]1[CH2:50][CH2:49]1>C1COCC1.O>[CH:48]1([C:47]2[O:46][N:45]=[C:44]([C@@H:51]3[CH2:56][CH2:55][CH2:54][CH2:53][C@H:52]3[C:57]([F:59])([F:60])[F:58])[C:43]=2[CH2:42][O:16][CH:14]2[CH2:15][CH:9]3[N:8]([C:6]([O:5][C:2]([CH3:1])([CH3:3])[CH3:4])=[O:7])[CH:12]([CH2:11][CH2:10]3)[CH2:13]2)[CH2:50][CH2:49]1 |f:2.3|. Procedure details: A solution of N-Boc-nortropine (579 mg, 2.55 mmol) and 18-crown-6 (808 mg, 3.06 mmol) in THF (8.5 mL) was treated with potassium tert-butoxide (343 mg, 3.06 mmol) and stirred for 10 minutes. A solution of 4-(chloromethyl)-5-cyclopropyl-3-((trans)-2-(trifluoromethyl)cyclohexyl)isoxazole (784 mg, 2.55 mmol) in THF was added. The resulting mixture was stirred at rt for 2 hours and then poured into water and extracted with EtOAc. Organics were collected, dried (MgSO4), filtered, concentrated and chr...